Dataset: the Open Reaction Database (ORD), a public repository of structured organic reaction records. Task: describe an organic reaction: reactants, conditions, products, and yield Reactants: COC=1C=CC2=C(OC(=C2)C2=CC=C(C=C2)C)C1 (6-Methoxy-2-(4methylphenyl)benzo[b]furan), C(#N)C1=CC=C(C(=O)Cl)C=C1 (4-cyanobenzoyl chloride). The reagents and catalysts are Cl[Ti](Cl)(Cl)Cl (TiCl4). Solvent: ClCCl (dichloromethane). Reaction conditions: time 4 hour. Product: COC=1C=CC2=C(OC(=C2C(=O)C2=CC=C(C=C2)C#N)C2=CC=C(C=C2)C)C1 ([6-Methoxy-2-(4-methylphenyl)benzo[b]furan-3-yl][4 -cyanophenyl]methanone). As a reaction SMILES: [CH3:1][O:2][C:3]1[CH:4]=[CH:5][C:6]2[CH:10]=[C:9]([C:11]3[CH:16]=[CH:15][C:14]([CH3:17])=[CH:13][CH:12]=3)[O:8][C:7]=2[CH:18]=1.[C:19]([C:21]1[CH:29]=[CH:28][C:24]([C:25](Cl)=[O:26])=[CH:23][CH:22]=1)#[N:20]>Cl[Ti](Cl)(Cl)Cl.ClCCl>[CH3:1][O:2][C:3]1[CH:4]=[CH:5][C:6]2[C:10]([C:25]([C:24]3[CH:28]=[CH:29][C:21]([C:19]#[N:20])=[CH:22][CH:23]=3)=[O:26])=[C:9]([C:11]3[CH:16]=[CH:15][C:14]([CH3:17])=[CH:13][CH:12]=3)[O:8][C:7]=2[CH:18]=1. Procedure: One gram (4.2 mmol) of 6-Methoxy-2-(4methylphenyl)benzo[b]furan was dissolved 25 mL of dichloromethane and 830 mg (5.0 mmol) of 4-cyanobenzoyl chloride was added. The reaction was stirred and kept under a nitrogen atmosphere. 2.75 mL (25 mmol) of TiCl4 was slowly added to the reaction mixture. The reaction was allowed to proceed for four hours and quenched by the addition of 5 mL of methanol (MeOH). The solvents were removed by evaporation and the crude material was chromatographed on a silica g... Starting materials: CC#N, O=c1cc(CCl)nc2scc(-c3cccnc3)n12, c1ccc(P(c2ccccc2)c2ccccc2)cc1. Yields the product O=c1cc(C[P+](c2ccccc2)(c2ccccc2)c2ccccc2)nc2scc(-c3cccnc3)n12, [Cl-]. Reaction SMILES: [CH3:38][C:39]#[N:40].[Cl:1][CH2:2][c:3]1[n:4][c:5]2[n:6]([c:7](=[O:9])[cH:8]1)[c:10](-[c:13]1[cH:14][n:15][cH:16][cH:17][cH:18]1)[cH:11][s:12]2.[c:19]1([P:25]([c:26]2[cH:27][cH:28][cH:29][cH:30][cH:31]2)[c:32]2[cH:33][cH:34][cH:35][cH:36][cH:37]2)[cH:20][cH:21][cH:22][cH:23][cH:24]1>>[CH2:2]([c:3]1[n:4][c:5]2[n:6]([c:7](=[O:9])[cH:8]1)[c:10](-[c:13]1[cH:14][n:15][cH:16][cH:17][cH:18]1)[cH:11][s:12]2)[P+:25]([c:19]1[cH:20][cH:21][cH:22][cH:23][cH:24]1)([c:26]1[cH:27][cH:28][cH:29][cH:30][cH:31]1)[c:32]1[cH:33][cH:34][cH:35][cH:36][cH:37]1.[Cl-:1]. Starting materials: FC1(C(CCC1)OC)C(=O)O (1-fluoro-2-methoxy-1-cyclopentanecarboxylic acid), C(C)(C)(C)O (tertiary butyl alcohol), C1(CCCCC1)N=C=NC1CCCCC1 (dicyclohexylcarbodiimide), 20a. Reagents/catalysts: CNC1(CC=NC=C1)NC (4,4-dimethylaminopyridine). The solvent is CCOCC (ether). Conditions: time 2 hour. The product is C(C)(C)(C)OC(=O)C1(C(CCC1)OC)F (2-methoxy-1-fluoro-1-cyclopentanecarboxylic acid tertiary butyl ester). The yield is 52.6%. Reaction SMILES: [F:1][C:2]1([C:9]([OH:11])=[O:10])[CH2:6][CH2:5][CH2:4][CH:3]1[O:7][CH3:8].[C:12](O)([CH3:15])([CH3:14])[CH3:13].C1(N=C=NC2CCCCC2)CCCCC1>CCOCC.CNC1(NC)C=CN=CC1>[C:12]([O:10][C:9]([C:2]1([F:1])[CH2:6][CH2:5][CH2:4][CH:3]1[O:7][CH3:8])=[O:11])([CH3:15])([CH3:14])[CH3:13]. Procedure details: The 1-fluoro-2-hydroxy 1-cyclopentanecarboxylic acid methyl ester in cis form (compound number 2a) synthesized in Example 1 was methylated in the same manner as in Example 10 and further hydrolyzed in the same manner as in Example 11 to obtain 1-fluoro-2-methoxy-1-cyclopentanecarboxylic acid in cis form (compound number 12a). 0.4 g (2.7 mmol) of this carboxylic acid, 0.20 g (2.7 mmol) of tertiary butyl alcohol, 0.56 g (3.7 mmol) of dicyclohexylcarbodiimide and 15 mg of 4,4-dimethylaminopyridine ... The reactants are CC1(OCC2=C(O1)C=CC(=C2)[C@@H]2CN(C(O2)=O)CCC2=CC=C(OCCOCC=1C=C(C#N)C=CC1)C=C2)C (3-{[2-(4-{2-[(5R)-5-(2,2-Dimethyl-4H-1,3-benzodioxin-6-yl)-2-oxo-1,3-oxazolidin-3-yl]ethyl}phenoxy)ethoxy]methyl}benzonitrile), O([K])[Si](C)(C)C (KOSiMe3). Run in C1CCOC1 (THF). Conditions: temperature 75 celsius. Yields the product N.CO (NH3 MeOH), CC1(OCC2=C(O1)C=CC(=C2)[C@H](CNCCC2=CC=C(OCCOCC=1C=C(C(=O)N)C=CC1)C=C2)O)C (3-({2-[4-(2-{[(2R)-2-(2,2-Dimethyl-4H-1,3-benzodioxin-6-yl)-2-hydroxyethyl]amino}ethyl)phenoxy]ethoxy}methyl)benzamide). Isolated yield 68.2%. As a reaction SMILES: [CH3:1][C:2]1([CH3:39])[O:7][C:6]2[CH:8]=[CH:9][C:10]([C@H:12]3[O:16]C(=O)[N:14]([CH2:18][CH2:19][C:20]4[CH:38]=[CH:37][C:23]([O:24][CH2:25][CH2:26][O:27][CH2:28][C:29]5[CH:30]=[C:31]([CH:34]=[CH:35][CH:36]=5)[C:32]#[N:33])=[CH:22][CH:21]=4)[CH2:13]3)=[CH:11][C:5]=2[CH2:4][O:3]1.[O:40]([Si](C)(C)C)[K]>C1COCC1>[NH3:14].[CH3:2][OH:3].[CH3:39][C:2]1([CH3:1])[O:3][C:4]2[CH:5]=[CH:11][C:10]([C@@H:12]([OH:16])[CH2:13][NH:14][CH2:18][CH2:19][C:20]3[CH:38]=[CH:37][C:23]([O:24][CH2:25][CH2:26][O:27][CH2:28][C:29]4[CH:30]=[C:31]([CH:34]=[CH:35][CH:36]=4)[C:32]([NH2:33])=[O:40])=[CH:22][CH:21]=3)=[CH:9][C:8]=2[CH2:6][O:7]1 |f:3.4|. Procedure: 3-{[2-(4-{2-[(5R)-5-(2,2-Dimethyl-4H-1,3-benzodioxin-6-yl)-2-oxo-1,3-oxazolidin-3-yl]ethyl}phenoxy)ethoxy]methyl}benzonitrile (125 mg) in THF (3 mL) was treated with KOSiMe3 (152 mg) and the resulting solution was heated at 75° C. for 4 h. The reaction mixture was then quenched with MeOH and concentrated in vacuo. The residue was taken up in EtOAc, washed with phosphate buffer (pH=6.5) and water, dried (MgSO4) and concentrated in vacuo. The residue was purified by chromatography (SPE, 5 g) eluti...